The task is: describe an organic reaction: reactants, conditions, products, and yield. This data is from the Open Reaction Database (ORD), a public repository of structured organic reaction records. Yield: 63.1%. Procedure details: 2.4 ml of methylhydrazine dissolved in 10 ml of absolute ethanol are added to a suspension of 4-methoxy-1-phenyl-1,2-dihydro-1,3,5-triazin-2-one (4.60 g) in 100 ml of absolute ethanol and stirred for one hour. The solid product is filtered, washed with ether and dried to give 3.10 g (63.1%) of 4-methylhydrazino-1-phenyl-s-triazin-2-one, m.p. 219° C. Conditions: time 1 hour. Starting materials: CNN (methylhydrazine), COC1=NC(N(C=N1)C1=CC=CC=C1)=O (4-methoxy-1-phenyl-1,2-dihydro-1,3,5-triazin-2-one). Reaction SMILES: [CH3:1][NH:2][NH2:3].CO[C:6]1[N:11]=[CH:10][N:9]([C:12]2[CH:17]=[CH:16][CH:15]=[CH:14][CH:13]=2)[C:8](=[O:18])[N:7]=1>C(O)C>[CH3:1][NH:2][NH:3][C:6]1[N:11]=[CH:10][N:9]([C:12]2[CH:17]=[CH:16][CH:15]=[CH:14][CH:13]=2)[C:8](=[O:18])[N:7]=1. Product: CNNC1=NC(N(C=N1)C1=CC=CC=C1)=O (4-methylhydrazino-1-phenyl-s-triazin-2-one). Run in C(C)O (ethanol), C(C)O (ethanol). Reactants: [N+](=O)([O-])C1=C(C=CC=C1)CC(=O)O (2-nitrophenylacetic acid), S(O)(O)(=O)=O (sulfuric acid), CO (methanol). Yields the product [N+](=O)([O-])C1=C(C=CC=C1)CC(=O)OC (Methyl 2-nitrophenylacetate). Reaction SMILES: [N+:1]([C:4]1[CH:9]=[CH:8][CH:7]=[CH:6][C:5]=1[CH2:10][C:11]([OH:13])=[O:12])([O-:3])=[O:2].S(=O)(=O)(O)O.[CH3:19]O>>[N+:1]([C:4]1[CH:9]=[CH:8][CH:7]=[CH:6][C:5]=1[CH2:10][C:11]([O:13][CH3:19])=[O:12])([O-:3])=[O:2]. Procedure: A mixture of 2-nitrophenylacetic acid (300 g, 1.66 mol) and sulfuric acid (d=1.84 g/ml, 6 ml) in methanol (61) was heated under reflux for 21 h. The solvent was removed in vacuo and the residue dissolved in dichloromethane (21). The dichloromethane solution was then washed with saturated aqueous sodium carbonate solution (600 ml), brine (500 ml), dried (MgSO4), filtered and then evaporated in vacuo. Reactants: [BH4-].[Na+] (sodium borohydride), COC1=C(N)C=C(C=C1)C(=O)OC (2-methoxy-5-methoxycarbonylaniline), C(CC)(=O)O (propionic acid), [OH-].[Na+] (sodium hydroxide). Run at time 2 hour. Product: C(CC)NC1=C(C=CC(=C1)C(=O)OC)OC (N-Propyl-2methoxy-5-methoxycarbonylaniline). As a reaction SMILES: [CH3:1][O:2][C:3]1[CH:9]=[CH:8][C:7]([C:10]([O:12][CH3:13])=[O:11])=[CH:6][C:4]=1[NH2:5].[BH4-].[Na+].[OH-].[Na+].[C:18](O)(=O)[CH2:19][CH3:20]>>[CH2:18]([NH:5][C:4]1[CH:6]=[C:7]([C:10]([O:12][CH3:13])=[O:11])[CH:8]=[CH:9][C:3]=1[O:2][CH3:1])[CH2:19][CH3:20] |f:1.2,3.4|. Procedure details: 15 g of 2-methoxy-5-methoxycarbonylaniline are dissolved in 500 ml of propionic acid under argon and at room temperature and 15.7 g of sodium borohydride are added in small portions. The reaction mixture is stirred for 2 hours and then hydrolyzed and alkalinized with 10 N sodium hydroxide while the temperature is maintained below 20° C. It is extracted with dichloromethane, the organic phase is washed with a saturated NaCl solution, dried and then evaporated under vacuum. The expected product is... The reactants are Cl, O=C(O)N1CCN(c2ccc(N3CCC4(CC3)OCCO4)cn2)c2ccccc21, C1COCCO1. Yields the product c1ccc2c(c1)NCCN2c1ccc(N2CCC3(CC2)OCCO3)cn1. RXN SMILES: [ClH:30].[O:1]1[CH2:2][CH2:3][O:4][C:5]12[CH2:6][CH2:7][N:8]([c:11]1[cH:12][cH:13][c:14]([N:17]3[CH2:18][CH2:19][N:20]([C:27]([OH:28])=[O:29])[c:21]4[cH:22][cH:23][cH:24][cH:25][c:26]43)[n:15][cH:16]1)[CH2:9][CH2:10]2.[O:31]1[CH2:32][CH2:33][O:34][CH2:35][CH2:36]1>>[O:1]1[CH2:2][CH2:3][O:4][C:5]12[CH2:6][CH2:7][N:8]([c:11]1[cH:12][cH:13][c:14]([N:17]3[CH2:18][CH2:19][NH:20][c:21]4[cH:22][cH:23][cH:24][cH:25][c:26]43)[n:15][cH:16]1)[CH2:9][CH2:10]2. The reactants are CN1C2=C(C=3C=C(C=CC13)C)CC1=C(C=CC=C12)[Li] (5,8-dimethyl-5,10-dihydroindeno[1,2-b]indolyllithium), [Cl-].[Cl-].[Cl-].[Cl-].[Zr+4] (zirconium tetrachloride). Run in C(C)OCC (diethylether), C(C)OCC (diethylether). Reaction conditions: temperature 25 celsius, time 2 hour. Yields the product [Cl-].[Cl-].CN1C2=C(C=3C=C(C=CC13)C)CC1=C(C=CC=C12)[Zr+2]C1=C2CC3=C(N(C=4C=CC(=CC34)C)C)C2=CC=C1 (Bis-(5,8-dimethyl-5,10-dihydroindeno[1,2-b]indolyl)zirconium Dichloride). As a reaction SMILES: [CH3:1][N:2]1[C:10]2[CH:9]=[CH:8][C:7]([CH3:11])=[CH:6][C:5]=2[C:4]2[CH2:12][C:13]3[C:18]([C:3]1=2)=[CH:17][CH:16]=[CH:15][C:14]=3[Li].[Cl-:20].[Cl-].[Cl-].[Cl-].[Zr+4:24]>C(OCC)C>[Cl-:20].[Cl-:20].[CH3:1][N:2]1[C:10]2[CH:9]=[CH:8][C:7]([CH3:11])=[CH:6][C:5]=2[C:4]2[CH2:12][C:13]3[C:18]([C:3]1=2)=[CH:17][CH:16]=[CH:15][C:14]=3[Zr+2:24][C:14]1[CH:15]=[CH:16][CH:17]=[C:18]2[C:13]=1[CH2:12][C:4]1[C:5]3[CH:6]=[C:7]([CH3:11])[CH:8]=[CH:9][C:10]=3[N:2]([CH3:1])[C:3]=12 |f:1.2.3.4.5,7.8.9|. Procedure: Under the nitrogen protection, 0.24 gram (0.001 mole) of 5,8-dimethyl-5,10-dihydroindeno[1,2-b]indolyllithium is dissolved in 20 mL of diethylether. The solution is slowly added to zirconium tetrachloride (0.12 gram, 0.0005 mole) slurry in 20 mL of diethylether. The mixture is stirred at 25° C. for two hours, filtered, washed with diethylether and dried under vacuum, yielding 0.23 gram of Catalyst III. Starting materials: Cc1cc(C(=O)N2Cc3cnn(C)c3Nc3ccccc32)ccc1CCC(=O)N(CC1CCN(C(=O)OC(C)(C)C)CC1)C1CC1, Cl, C1COCCO1. The product is Cl, Cc1cc(C(=O)N2Cc3cnn(C)c3Nc3ccccc32)ccc1CCC(=O)N(CC1CCNCC1)C1CC1. RXN SMILES: [C:1]([O:2][C:3](=[O:4])[N:8]1[CH2:9][CH2:10][CH:11]([CH2:14][N:15]([C:16]([CH2:17][CH2:18][c:19]2[c:20]([CH3:42])[cH:21][c:22]([C:25](=[O:26])[N:27]3[c:28]4[c:29]([cH:38][cH:39][cH:40][cH:41]4)[NH:30][c:31]4[n:32]([CH3:37])[n:33][cH:34][c:35]4[CH2:36]3)[cH:23][cH:24]2)=[O:43])[CH:44]2[CH2:45][CH2:46]2)[CH2:12][CH2:13]1)([CH3:5])([CH3:6])[CH3:7].[ClH:47].[O:48]1[CH2:49][CH2:50][O:51][CH2:52][CH2:53]1>>[ClH:47].[NH:8]1[CH2:9][CH2:10][CH:11]([CH2:14][N:15]([C:16]([CH2:17][CH2:18][c:19]2[c:20]([CH3:42])[cH:21][c:22]([C:25](=[O:26])[N:27]3[c:28]4[c:29]([cH:38][cH:39][cH:40][cH:41]4)[NH:30][c:31]4[n:32]([CH3:37])[n:33][cH:34][c:35]4[CH2:36]3)[cH:23][cH:24]2)=[O:43])[CH:44]2[CH2:45][CH2:46]2)[CH2:12][CH2:13]1.